Dataset: the Open Reaction Database (ORD), a public repository of structured organic reaction records. Task: describe an organic reaction: reactants, conditions, products, and yield Starting materials: NC1=NN2C(N=CC(=C2)F)=C1C(=O)NC1=CN=CC=2CN(CCC12)C (2-amino-6-fluoro-N-(7-methyl-5,6,7,8-tetrahydro-2,7-naphthyridin-4-yl)pyrazolo[1,5-a]pyrimidine-3-carboxamide), C1=CC(=CC(=C1)Cl)C(=O)OO (mCPBA). Solvent: C(Cl)Cl (DCM). Run at time 2 hour. Product: NC1=NN2C(N=CC(=C2)F)=C1C(=O)NC1=C2CC[N+](CC2=CN=C1)(C)[O-] (5-(2-amino-6-fluoropyrazolo[1,5-a]pyrimidine-3-carboxamido)-2-methyl-1,2,3,4-tetrahydro-2,7-naphthyridine 2-oxide). RXN SMILES: [NH2:1][C:2]1[C:11]([C:12]([NH:14][C:15]2[C:24]3[CH2:23][CH2:22][N:21]([CH3:25])[CH2:20][C:19]=3[CH:18]=[N:17][CH:16]=2)=[O:13])=[C:5]2[N:6]=[CH:7][C:8]([F:10])=[CH:9][N:4]2[N:3]=1.C1C=C(Cl)C=C(C(OO)=[O:34])C=1>C(Cl)Cl>[NH2:1][C:2]1[C:11]([C:12]([NH:14][C:15]2[CH:16]=[N:17][CH:18]=[C:19]3[C:24]=2[CH2:23][CH2:22][N+:21]([O-:34])([CH3:25])[CH2:20]3)=[O:13])=[C:5]2[N:6]=[CH:7][C:8]([F:10])=[CH:9][N:4]2[N:3]=1. Procedure: To 2-amino-6-fluoro-N-(7-methyl-5,6,7,8-tetrahydro-2,7-naphthyridin-4-yl)pyrazolo[1,5-a]pyrimidine-3-carboxamide (12 mg, 0.03516 mmol) in DCM (2 mL) was added mCPBA (5.764 mg, 0.03340 mmol) and the mixture was stirred at RT for 2 h before the solvent was removed in vacuo. The residue was purified by FractionLynx to yield 5-(2-amino-6-fluoropyrazolo[1,5-a]pyrimidine-3-carboxamido)-2-methyl-1,2,3,4-tetrahydro-2,7-naphthyridine 2-oxide. MS (ES+) 358.2. Reactants: CCOC(C)=O, COC(=O)c1sccc1N, O=S(=O)(Cl)c1ccccc1, c1ccncc1. Product: COC(=O)c1sccc1NS(=O)(=O)c1ccccc1. RXN SMILES: [CH3:27][CH2:28][O:29][C:30](=[O:31])[CH3:32].[NH2:1][c:2]1[c:3]([C:7](=[O:8])[O:9][CH3:10])[s:4][cH:5][cH:6]1.[c:11]1([S:17](=[O:18])(=[O:19])[Cl:20])[cH:12][cH:13][cH:14][cH:15][cH:16]1.[cH:21]1[cH:22][cH:23][n:24][cH:25][cH:26]1>>[NH:1]([c:2]1[c:3]([C:7](=[O:8])[O:9][CH3:10])[s:4][cH:5][cH:6]1)[S:17]([c:11]1[cH:12][cH:13][cH:14][cH:15][cH:16]1)(=[O:18])=[O:19]. Starting materials: O (water), C([O-])([O-])=O.[K+].[K+] (potassium carbonate), COC(N[C@@H](C(C)C)C(=O)N1[C@@H](CCC1)C=1NC=C(N1)C1=CC=C(C=C1)B1OC(C(O1)(C)C)(C)C)=O ([(S)-2-methyl-1-((S)-2-{4-[4-(4,4,5,5-tetramethyl-[1,3,2]dioxaborolan-2-yl)-phenyl]-1H-imidazol-2-yl}-pyrrolidine-1-carbonyl)-propyl]-carbamic acid methyl ester), BrC1=C(C=C(C=C1)N)OC(F)(F)F (4-bromo-3-trifluoromethoxy-phenylamine). Reagents/catalysts: [Pd].C1(=CC=CC=C1)P(C1=CC=CC=C1)C1=CC=CC=C1.C1(=CC=CC=C1)P(C1=CC=CC=C1)C1=CC=CC=C1.C1(=CC=CC=C1)P(C1=CC=CC=C1)C1=CC=CC=C1.C1(=CC=CC=C1)P(C1=CC=CC=C1)C1=CC=CC=C1 (Tetrakis(triphenylphosphine)-palladium(0)). Run in C1(=CC=CC=C1)C (toluene). Conditions: temperature 100 celsius. Product: COC(N[C@@H](C(C)C)C(=O)N1[C@@H](CCC1)C=1NC=C(N1)C1=CC=C(C=C1)C1=C(C=C(C=C1)N)OC(F)(F)F)=O (((S)-1-{(S)-2-[4-(4′-Amino-2′-trifluoromethoxy-biphenyl-4-yl)-1H-imidazol-2-yl]-pyrrolidine-1-carbonyl}-2-methyl-propyl)-carbamic acid methyl ester). The yield is 53.0%. Reaction SMILES: [CH3:1][O:2][C:3](=[O:36])[NH:4][C@H:5]([C:9]([N:11]1[CH2:15][CH2:14][CH2:13][C@H:12]1[C:16]1[NH:17][CH:18]=[C:19]([C:21]2[CH:26]=[CH:25][C:24](B3OC(C)(C)C(C)(C)O3)=[CH:23][CH:22]=2)[N:20]=1)=[O:10])[CH:6]([CH3:8])[CH3:7].Br[C:38]1[CH:43]=[CH:42][C:41]([NH2:44])=[CH:40][C:39]=1[O:45][C:46]([F:49])([F:48])[F:47].O.C(=O)([O-])[O-].[K+].[K+]>C1(C)C=CC=CC=1.[Pd].C1(P(C2C=CC=CC=2)C2C=CC=CC=2)C=CC=CC=1.C1(P(C2C=CC=CC=2)C2C=CC=CC=2)C=CC=CC=1.C1(P(C2C=CC=CC=2)C2C=CC=CC=2)C=CC=CC=1.C1(P(C2C=CC=CC=2)C2C=CC=CC=2)C=CC=CC=1>[CH3:1][O:2][C:3](=[O:36])[NH:4][C@H:5]([C:9]([N:11]1[CH2:15][CH2:14][CH2:13][C@H:12]1[C:16]1[NH:17][CH:18]=[C:19]([C:21]2[CH:26]=[CH:25][C:24]([C:38]3[CH:43]=[CH:42][C:41]([NH2:44])=[CH:40][C:39]=3[O:45][C:46]([F:47])([F:48])[F:49])=[CH:23][CH:22]=2)[N:20]=1)=[O:10])[CH:6]([CH3:8])[CH3:7] |f:3.4.5,7.8.9.10.11|. Procedure: To a solution of [(S)-2-methyl-1-((S)-2-{4-[4-(4,4,5,5-tetramethyl-[1,3,2]dioxaborolan-2-yl)-phenyl]-1H-imidazol-2-yl}-pyrrolidine-1-carbonyl)-propyl]-carbamic acid methyl ester (1.80 g, 3.63 mmol) and 4-bromo-3-trifluoromethoxy-phenylamine (1.00 g, 3.90 mmol) dissolved in toluene (5.4 mL) and water (2.7 mL) was added potassium carbonate (2.50 g, 18.1 mmol). The reaction mixture was sparged with nitrogen. Tetrakis(triphenylphosphine)-palladium(0) (0.21 g, 0.18 mmol) was added and the reaction mi... Starting materials: [BH4-], COC(=O)c1ccc2oc3c(C(C)=O)cc(C)cc3c(=O)c2c1, CO, CC(=O)O, [Na+], O. Yields the product COC(=O)c1ccc2oc3c(C(C)O)cc(C)cc3c(=O)c2c1. Reaction SMILES: [BH4-:26].[C:1]([CH3:2])(=[O:3])[c:4]1[c:5]2[o:6][c:7]3[cH:8][cH:9][c:10]([C:20](=[O:21])[O:22][CH3:23])[cH:11][c:12]3[c:13](=[O:19])[c:14]2[cH:15][c:16]([CH3:18])[cH:17]1.[CH3:24][OH:25].[CH3:29][C:30](=[O:31])[OH:32].[Na+:27].[OH2:28]>>[CH:1]([CH3:2])([OH:3])[c:4]1[c:5]2[o:6][c:7]3[cH:8][cH:9][c:10]([C:20](=[O:21])[O:22][CH3:23])[cH:11][c:12]3[c:13](=[O:19])[c:14]2[cH:15][c:16]([CH3:18])[cH:17]1. Reactants: chromic anhydride, [N+](=O)([O-])C1=C(C=C(C=C1C)C)C (nitromesitylene), O (Water), C(C)(C)O (isopropyl alcohol). The solvent is C(C)(=O)O (acetic acid), C(C)(=O)O (acetic acid). Reaction conditions: temperature 67.5 celsius, time 30 minute. Product: [N+](=O)([O-])C1=C(C=C(C=C1C)C(=O)O)C (4-Nitromesitylenic Acid). Reaction SMILES: [N+:1]([C:4]1[C:9]([CH3:10])=[CH:8]C(C)=[CH:6][C:5]=1[CH3:12])([O-:3])=[O:2].[CH:13]([OH:16])([CH3:15])C.[OH2:17]>C(O)(=O)C>[N+:1]([C:4]1[C:9]([CH3:10])=[CH:8][C:15]([C:13]([OH:16])=[O:17])=[CH:6][C:5]=1[CH3:12])([O-:3])=[O:2]. Procedure: To a solution of chromic anhydride (40 g) in acetic acid (450 ml) was added a solution of nitromesitylene (20 g) in acetic acid (50 ml) at 65-70° C. over 20 min. This reaction mixture was stirred at 65-70° C. for 30 min and isopropyl alcohol (45 ml) was added. This reaction mixture was further stirred at 50° C. for 30 min. Water was added to the reaction mixture to make the total amount 500 ml and the mixture was ice-cooled. The precipitated crystals were collected by filtration to give the titl... The reactants are BrCC(=O)C1=CC(=C(C(=C1)S(N)(=O)=O)C)C (2-bromo-3',4'-dimethyl-5'-sulfamoylacetophenone), C(C)NC(=S)NCC(C)C (1-ethyl-3-isobutyl-thiourea). Yields the product Br.C(C)N1C(SCC1(O)C1=CC(=C(C(=C1)S(N)(=O)=O)C)C)=NCC(C)C (3-Ethyl-4-(3,4-dimethyl-5-sulfamoylphenyl)-2-isobutylimino-1,3-thiazolidine-4-ol-hydrobromide). As a reaction SMILES: [Br:1][CH2:2][C:3]([C:5]1[CH:10]=[C:9]([S:11](=[O:14])(=[O:13])[NH2:12])[C:8]([CH3:15])=[C:7]([CH3:16])[CH:6]=1)=[O:4].[CH2:17]([NH:19][C:20]([NH:22][CH2:23][CH:24]([CH3:26])[CH3:25])=[S:21])[CH3:18]>>[BrH:1].[CH2:17]([N:19]1[C:3]([C:5]2[CH:10]=[C:9]([S:11](=[O:14])(=[O:13])[NH2:12])[C:8]([CH3:15])=[C:7]([CH3:16])[CH:6]=2)([OH:4])[CH2:2][S:21][C:20]1=[N:22][CH2:23][CH:24]([CH3:26])[CH3:25])[CH3:18] |f:2.3|. Procedure details: was obtained in a manner analogous to the method described in Example 6 from 3.1 g of 2-bromo-3',4'-dimethyl-5'-sulfamoylacetophenone and 1.7 g of 1-ethyl-3-isobutyl-thiourea. M.p. 145° C (decomposition).